Dataset: the Open Reaction Database (ORD), a public repository of structured organic reaction records. Task: describe an organic reaction: reactants, conditions, products, and yield Starting materials: CC(C)(C)OC(=O)C(CCCN1C(=O)c2ccccc2C1=O)NS(=O)(=O)c1ccc(-c2ccc(Cl)cc2)cc1, CCOCC, O=C(O)C(F)(F)F. The product is O=C(O)C(CCCN1C(=O)c2ccccc2C1=O)NS(=O)(=O)c1ccc(-c2ccc(Cl)cc2)cc1. As a reaction SMILES: [C:1]([CH3:2])([CH3:3])([CH3:4])[O:5][C:6]([CH:7]([CH2:8][CH2:9][CH2:10][N:11]1[C:12](=[O:21])[c:13]2[cH:14][cH:15][cH:16][cH:17][c:18]2[C:19]1=[O:20])[NH:22][S:23](=[O:24])(=[O:25])[c:26]1[cH:27][cH:28][c:29](-[c:32]2[cH:33][cH:34][c:35]([Cl:38])[cH:36][cH:37]2)[cH:30][cH:31]1)=[O:39].[CH3:47][CH2:48][O:49][CH2:50][CH3:51].[F:40][C:41]([F:42])([F:43])[C:44]([OH:45])=[O:46]>>[O:5]=[C:6]([CH:7]([CH2:8][CH2:9][CH2:10][N:11]1[C:12](=[O:21])[c:13]2[cH:14][cH:15][cH:16][cH:17][c:18]2[C:19]1=[O:20])[NH:22][S:23](=[O:24])(=[O:25])[c:26]1[cH:27][cH:28][c:29](-[c:32]2[cH:33][cH:34][c:35]([Cl:38])[cH:36][cH:37]2)[cH:30][cH:31]1)[OH:39]. Starting materials: C(#N)C=1C=NC=CC1 (3-cyanopyridine), NC=1C=C(C=CC1O)C(C(=O)O)C (2-(3-amino-4-hydroxyphenyl)propionic acid), [Na] (Sodium), C(C)(=O)O (acetic acid). Run in CO (methanol), O (water). Yields the product N1=CC(=CC=C1)C=1OC2=C(N1)C=C(C=C2)C(C(=O)O)C (2-[2-(3-Pyridyl)-5-benzoxazolyl]propionic acid). RXN SMILES: [Na].[C:2]([C:4]1[CH:5]=[N:6][CH:7]=[CH:8][CH:9]=1)#[N:3].C(O)(=O)C.N[C:15]1[CH:16]=[C:17]([CH:22]([CH3:26])[C:23]([OH:25])=[O:24])[CH:18]=[CH:19][C:20]=1[OH:21]>CO.O>[N:6]1[CH:7]=[CH:8][CH:9]=[C:4]([C:2]2[O:21][C:20]3[CH:19]=[CH:18][C:17]([CH:22]([CH3:26])[C:23]([OH:25])=[O:24])=[CH:16][C:15]=3[N:3]=2)[CH:5]=1 |^1:0|. Reported procedure: Sodium (0.115 g.) was dissolved carefully in methanol (45 ml.) and 3-cyanopyridine (5.2 g.) was added. Next day, acetic acid (0.3 g.) was added followed by 2-(3-amino-4-hydroxyphenyl)propionic acid (9.05 g.). The stirred mixture was heated under reflux for 5 hours. The solid dissolved completely during this time. An equal volume of water was added to the hot solution. On cooling, cream crystals separated which were filtered off and re-crystallised from dimethylformamide-ethanol to yield the desi... Starting materials: CN(C)P(=O)(N(C)C)N(C)C, Cc1c(Cl)cc(-c2ccc(=O)[nH]n2)cc1Cl, O=C(Cl)N1CCOCC1. The product is Cc1c(Cl)cc(-c2ccc(OC(=O)N3CCOCC3)nn2)cc1Cl. RXN SMILES: [CH3:26][N:27]([CH3:28])[P:29](=[O:30])([N:31]([CH3:32])[CH3:33])[N:34]([CH3:35])[CH3:36].[Cl:1][c:2]1[cH:3][c:4](-[c:10]2[cH:11][cH:12][c:13](=[O:16])[nH:14][n:15]2)[cH:5][c:6]([Cl:9])[c:7]1[CH3:8].[O:17]1[CH2:18][CH2:19][N:20]([C:23](=[O:24])[Cl:25])[CH2:21][CH2:22]1>>[Cl:1][c:2]1[cH:3][c:4](-[c:10]2[cH:11][cH:12][c:13]([O:16][C:23]([N:20]3[CH2:19][CH2:18][O:17][CH2:22][CH2:21]3)=[O:24])[n:14][n:15]2)[cH:5][c:6]([Cl:9])[c:7]1[CH3:8].